This data is from the Open Reaction Database (ORD), a public repository of structured organic reaction records. The task is: describe an organic reaction: reactants, conditions, products, and yield The reactants are C1CCCNCC1, O=C1CCc2cc(F)ccc21, c1ccncc1. The product is O=C1CCc2cc(N3CCCCCC3)ccc21. RXN SMILES: [CH2:12]1[CH2:13][CH2:14][CH2:15][NH:16][CH2:17][CH2:18]1.[F:1][c:2]1[cH:3][c:4]2[c:8]([cH:9][cH:10]1)[C:7](=[O:11])[CH2:6][CH2:5]2.[cH:19]1[cH:20][cH:21][n:22][cH:23][cH:24]1>>[c:2]1([N:16]2[CH2:15][CH2:14][CH2:13][CH2:12][CH2:18][CH2:17]2)[cH:3][c:4]2[c:8]([cH:9][cH:10]1)[C:7](=[O:11])[CH2:6][CH2:5]2. RXN SMILES: [N:1]([C:4]1[CH:9]=[CH:8][CH:7]=[CH:6][C:5]=1[N+:10]([O-:12])=[O:11])=[C:2]=[S:3].O1CCCC1.[CH3:18][CH:19]([NH:21][CH:22]1[CH2:27][CH2:26][N:25]([CH2:28][CH2:29][C:30]2[CH:35]=[CH:34][CH:33]=[CH:32][CH:31]=2)[CH2:24][CH2:23]1)[CH3:20]>C(O)C>[CH3:20][CH:19]([N:21]([CH:22]1[CH2:23][CH2:24][N:25]([CH2:28][CH2:29][C:30]2[CH:31]=[CH:32][CH:33]=[CH:34][CH:35]=2)[CH2:26][CH2:27]1)[C:2]([NH:1][C:4]1[CH:9]=[CH:8][CH:7]=[CH:6][C:5]=1[N+:10]([O-:12])=[O:11])=[S:3])[CH3:18]. Procedure details: A mixture of 21.6 parts of 1-isothiocyanato-2-nitrobenzene and 45 parts of tetrahydrofuran is stirred till all solid enters solution. Then there are added 29.5 parts of N-(1-methylethyl)-1-(2-phenylethyl)-4-piperidinamine and 160 parts of ethanol and the whole is stirred overnight at room temperature. The reaction mixture is evaporated and the residue is crystallized from 2-propanol. The product is filtered off and dried, yielding 43 parts (84%) of N-(1-methylethyl)-N'-(2-nitrophenyl)-N-[1-(2-ph... The reactants are 21.6, N(=C=S)C1=C(C=CC=C1)[N+](=O)[O-] (1-isothiocyanato-2-nitrobenzene), O1CCCC1 (tetrahydrofuran), CC(C)NC1CCN(CC1)CCC1=CC=CC=C1 (N-(1-methylethyl)-1-(2-phenylethyl)-4-piperidinamine). Run in C(C)O (ethanol). Yields the product 43, CC(C)N(C(=S)NC1=C(C=CC=C1)[N+](=O)[O-])C1CCN(CC1)CCC1=CC=CC=C1 (N-(1-methylethyl)-N'-(2-nitrophenyl)-N-[1-(2-phenylethyl)-4-piperidinyl]thiourea). Isolated yield 84.0%. The reactants are C1(=CC=C(C=C1)C1=CC=C(C2=CC(=C(C=C12)OC)OC)NC(=O)C1=C(C=CC=2OCOC21)Br)C2=CC=CC=C2.C(C2=CC=CC=C2)(=O)N (benzamide N-(4-(biphenyl-4-yl)-6,7-dimethoxynaphthalen-1-yl)5-bromobenzo[1,3]dioxole-4-carboxamide), [H-].[Na+] (NaH), CI (MeI). Solvent: CCOCC (ether), CN(C)C=O (DMF). The product is C1(=CC=C(C=C1)C1=CC=C(C2=CC(=C(C=C12)OC)OC)N(C(=O)C1=C(C=CC=2OCOC21)Br)C)C2=CC=CC=C2 (N-(4-(biphenyl-4-yl)-6,7-dimethoxynaphthalen-1-yl)5-bromo-N-methylbenzo[1,3]dioxole-4-carboxamide). Reaction SMILES: [C:1]1([C:34]2[CH:39]=[CH:38][CH:37]=[CH:36][CH:35]=2)[CH:6]=[CH:5][C:4]([C:7]2[C:16]3[C:11](=[CH:12][C:13]([O:19][CH3:20])=[C:14]([O:17][CH3:18])[CH:15]=3)[C:10]([NH:21][C:22]([C:24]3[C:32]4[O:31][CH2:30][O:29][C:28]=4[CH:27]=[CH:26][C:25]=3[Br:33])=[O:23])=[CH:9][CH:8]=2)=[CH:3][CH:2]=1.[C:40](N)(=O)C1C=CC=CC=1.[H-].[Na+].CI>CN(C=O)C.CCOCC>[C:1]1([C:34]2[CH:39]=[CH:38][CH:37]=[CH:36][CH:35]=2)[CH:2]=[CH:3][C:4]([C:7]2[C:16]3[C:11](=[CH:12][C:13]([O:19][CH3:20])=[C:14]([O:17][CH3:18])[CH:15]=3)[C:10]([N:21]([CH3:40])[C:22]([C:24]3[C:32]4[O:31][CH2:30][O:29][C:28]=4[CH:27]=[CH:26][C:25]=3[Br:33])=[O:23])=[CH:9][CH:8]=2)=[CH:5][CH:6]=1 |f:0.1,2.3|. Reported procedure: To a suspension of benzamide N-(4-(biphenyl-4-yl)-6,7-dimethoxynaphthalen-1-yl)5-bromobenzo[1,3]dioxole-4-carboxamide (1 mmol), and NaH (3 mmol) in dry DMF (20 mL) was added MeI (2 equiv). The reaction mixture was stirred over night, diluted with ether and then washed with 10% HCl and brine. The residue was subjected to column chromatography on silica using 2% methanol in chloroform to provide product N-(4-(biphenyl-4-yl)-6,7-dimethoxynaphthalen-1-yl)5-bromo-N-methylbenzo[1,3]dioxole-4-carboxami... Starting materials: [Cl-].[Al+3].[Cl-].[Cl-] (Aluminum chloride), [N-]=[N+]=[N-].[Na+] (Sodium azide), C(#N)C(C(=O)OCC)=CNC1=NC=C(C=C1)CCCC (Ethyl 2-cyano-3-(5-n-butyl-2-pyridylamino)acrylate). The solvent is O1CCCC1 (tetrahydrofuran). Yields the product C(CCC)C=1C=CC=2N(C(C(=CN2)C2=NN=NN2)=O)C1 (7-n-Butyl-3-(1H-tetrazol-5-yl)-4H-pyrido[1,2-a]pyrimidin-4-one). Isolated yield 30.4%. RXN SMILES: [Cl-].[Al+3].[Cl-].[Cl-].[N-:5]=[N+:6]=[N-:7].[Na+].[C:9]([C:11](=[CH:17][NH:18][C:19]1[CH:24]=[CH:23][C:22]([CH2:25][CH2:26][CH2:27][CH3:28])=[CH:21][N:20]=1)[C:12](OCC)=[O:13])#[N:10]>O1CCCC1>[CH2:25]([C:22]1[CH:23]=[CH:24][C:19]2[N:20]([CH:21]=1)[C:12](=[O:13])[C:11]([C:9]1[NH:10][N:7]=[N:6][N:5]=1)=[CH:17][N:18]=2)[CH2:26][CH2:27][CH3:28] |f:0.1.2.3,4.5|. Procedure details: Aluminum chloride (0.89 g., 6.67 mmoles was carefully added to cold (-30°) tetrahydrofuran (42 ml.). Sodium azide (1.3 g., 20.0 mmoles was then added and the mixture heated at reflux for 40 minutes. Ethyl 2-cyano-3-(5-n-butyl-2-pyridylamino)acrylate (1.50 g., 5.49 mmoles) was added and the mixture heated under reflux for 18 hours. The cooled mixture was concentrated and the residue treated with ice water (50 ml.). The mixture was acidified to pH 3 with 6N hydrochloric acid. The mixture was filte... Reactants: C1CCOC1, COCc1nc2ccc(N)c(I)c2s1, CC(C)(C)ON=O, O. Yields the product COCc1nc2cccc(I)c2s1. RXN SMILES: [CH2:23]1[O:24][CH2:25][CH2:26][CH2:27]1.[I:1][c:2]1[c:3]([NH2:14])[cH:4][cH:5][c:6]2[n:7][c:8]([CH2:11][O:12][CH3:13])[s:9][c:10]12.[N:15]([O:16][C:17]([CH3:18])([CH3:19])[CH3:20])=[O:21].[OH2:22]>>[I:1][c:2]1[cH:3][cH:4][cH:5][c:6]2[n:7][c:8]([CH2:11][O:12][CH3:13])[s:9][c:10]12. Starting materials: C(C)C(C(=O)[O-])CCCC.[Na+] (sodium 2-ethylhexanoate), C1(=CC=CC=C1)P(C1=CC=CC=C1)C1=CC=CC=C1 (triphenylphosphine), N1=CC=C(C=C1)SC=1C[C@H]2N(C1C(=O)OCC=C)C([C@@H]2[C@@H](C)O)=O (allyl (5R,6S)-2-(4-pyridylthio)-6-[(1R)-1-hydroxyethyl]-carbapen-2-em-3-carboxylate). The reagents and catalysts are [Pd].C1(=CC=CC=C1)P(C1=CC=CC=C1)C1=CC=CC=C1.C1(=CC=CC=C1)P(C1=CC=CC=C1)C1=CC=CC=C1.C1(=CC=CC=C1)P(C1=CC=CC=C1)C1=CC=CC=C1.C1(=CC=CC=C1)P(C1=CC=CC=C1)C1=CC=CC=C1 (tetrakis-(triphenylphosphine)-palladium (0)). The solvent is C(C)(=O)OCC (ethyl acetate), ClCCl (dichloromethane), CC(=O)C (acetone). Conditions: time 1 hour. Yields the product N1=CC=C(C=C1)SC=1C[C@H]2N(C1C(=O)[O-])C([C@@H]2[C@@H](C)O)=O.[Na+] (Sodium (5R,6S)-2-(4-pyridylthio)-6-[(1R)-1-hydroxyethyl]-carbapen-2-em-3-carboxylate). Yield: 83.0%. RXN SMILES: C(C(CCCC)C([O-])=O)C.[Na+:11].C1(P(C2C=CC=CC=2)C2C=CC=CC=2)C=CC=CC=1.[N:31]1[CH:36]=[CH:35][C:34]([S:37][C:38]2[CH2:39][C@@H:40]3[C@@H:50]([C@H:51]([OH:53])[CH3:52])[C:49](=[O:54])[N:41]3[C:42]=2[C:43]([O:45]CC=C)=[O:44])=[CH:33][CH:32]=1>C(OCC)(=O)C.ClCCl.CC(C)=O.[Pd].C1(P(C2C=CC=CC=2)C2C=CC=CC=2)C=CC=CC=1.C1(P(C2C=CC=CC=2)C2C=CC=CC=2)C=CC=CC=1.C1(P(C2C=CC=CC=2)C2C=CC=CC=2)C=CC=CC=1.C1(P(C2C=CC=CC=2)C2C=CC=CC=2)C=CC=CC=1>[N:31]1[CH:36]=[CH:35][C:34]([S:37][C:38]2[CH2:39][C@@H:40]3[C@@H:50]([C@H:51]([OH:53])[CH3:52])[C:49](=[O:54])[N:41]3[C:42]=2[C:43]([O-:45])=[O:44])=[CH:33][CH:32]=1.[Na+:11] |f:0.1,7.8.9.10.11,12.13|. Procedure: 2.8 ml (1.4 mmol - 1.05 equivalents) of 0.5 M sodium 2-ethylhexanoate in ethyl acetate, 35 mg (0.13 mmol - 0.1 equivalent) of triphenylphosphine and 35 mg (0.03 mmol) of tetrakis-(triphenylphosphine)-palladium (0) were successively added to a solution of 462 mg (1.33 mmol) of allyl (5R,6S)-2-(4-pyridylthio)-6-[(1R)-1-hydroxyethyl]-carbapen-2-em-3-carboxylate in 3.4 ml of anhydrous dichloromethane, and the mixture was stirred at room temperature for 1 h. It was then diluted with 20 ml of anhydrou... Isolated yield 100.4%. The product is COC=1C=C(C(=CC1)C1=CC=CC=C1)N (4-Methoxy-[1,1'-biphenyl]-2-amine). Conditions: time 3 hour. Reactants: COC1=CC(=C(C=C1)C1=CC=CC=C1)[N+](=O)[O-] (4-methoxy-2-nitrobiphenyl), C(C)O (ethanol). RXN SMILES: [CH3:1][O:2][C:3]1[CH:8]=[CH:7][C:6]([C:9]2[CH:14]=[CH:13][CH:12]=[CH:11][CH:10]=2)=[C:5]([N+:15]([O-])=O)[CH:4]=1.C(O)C>[Ni].O>[CH3:1][O:2][C:3]1[CH:4]=[C:5]([NH2:15])[C:6]([C:9]2[CH:14]=[CH:13][CH:12]=[CH:11][CH:10]=2)=[CH:7][CH:8]=1. The solvent is O (H2O). Reagents/catalysts: [Ni] (Raney nickel). Reported procedure: A Parr bottle charged with 4-methoxy-2-nitrobiphenyl (27.6 g, 120 mmol), Raney nickel (1.5 g), ethanol (100 mL), and H2O (100 mL) was rocked under hydrogen (60 psi) for 3 h. The suspension was filtered through Celite, the cake washed with ethanol (500 mL) and tetrahydrofuran (500 mL), and the filtrate concentrated in vacuo. The residual suspension was digested with CH2Cl2 (300 mL), washed with H2O (300 mL), and the organic portion extracted with 1 N HCl (4×200 mL). The combined extracts were mad... Starting materials: Ice water, [N+](=O)(O)[O-] (nitric acid), S(O)(O)(=O)=O (sulphuric acid), C1(=CC=CC=C1)[C@@H]1CC[C@H](CC1)CC(=O)OC (methyl (trans-4-phenylcyclohexyl)acetate). Run in C(Cl)(Cl)(Cl)Cl (CCl4). Run at time 16 hour. Product: [N+](=O)([O-])C1=CC=C(C=C1)[C@@H]1CC[C@H](CC1)CC(=O)OC (methyl [trans-4-(4-nitrophenyl)cyclohexyl]acetate). RXN SMILES: [N+:1]([O-:4])(O)=[O:2].S(=O)(=O)(O)O.[C:10]1([C@H:16]2[CH2:21][CH2:20][C@H:19]([CH2:22][C:23]([O:25][CH3:26])=[O:24])[CH2:18][CH2:17]2)[CH:15]=[CH:14][CH:13]=[CH:12][CH:11]=1>C(Cl)(Cl)(Cl)Cl>[N+:1]([C:13]1[CH:14]=[CH:15][C:10]([C@H:16]2[CH2:17][CH2:18][C@H:19]([CH2:22][C:23]([O:25][CH3:26])=[O:24])[CH2:20][CH2:21]2)=[CH:11][CH:12]=1)([O-:4])=[O:2]. Procedure details: A mixture of 65% nitric acid (3.95 mL) and 95% sulphuric acid (4.97 mL) was added dropwise to a stirred solution of methyl (trans-4-phenylcyclohexyl)acetate (4710 mg) in CCl4 (20 mL) at 5° C. and the solution was allowed to warm to ambient temperature and stirred for 16 hours. Ice/water (50 mL) was added and the mixture was extracted with DCM (2×40 mL). The organic extracts were combined, washed with brine (50 mL), dried, and concentrated in vacuo to give an oil. This oil was purified by flash c... Run in C1(=CC=CC=C1)C (toluene). Product: C(C1=CC=CC=C1)=O (benzaldehyde), C(C1=CC=CC=C1)(=O)O (benzoic acid). Procedure details: In a preferred embodiment of the invention, the feedstock that is subjected to liquid phase oxidation to convert benzyl benzoate to benzoic acid is obtained from a tar or other residue resulting from a process in which toluene is oxidized with an oxygen-containing gas in the liquid phase in the presence of a heavy metal oxidation catalyst to produce an oxidation product mixture, and benzaldehyde and/or benzoic acid is recovered from the oxidation product mixture. Reaction SMILES: [C:1](OCC1C=CC=CC=1)(=[O:8])[C:2]1[CH:7]=[CH:6][CH:5]=[CH:4][CH:3]=1.[C:17]([OH:25])(=[O:24])[C:18]1[CH:23]=[CH:22][CH:21]=[CH:20][CH:19]=1.O=O>C1(C)C=CC=CC=1>[CH:1](=[O:8])[C:2]1[CH:7]=[CH:6][CH:5]=[CH:4][CH:3]=1.[C:17]([OH:25])(=[O:24])[C:18]1[CH:23]=[CH:22][CH:21]=[CH:20][CH:19]=1. The reactants are O=O (oxygen), C(C1=CC=CC=C1)(=O)OCC1=CC=CC=C1 (benzyl benzoate), C(C1=CC=CC=C1)(=O)O (benzoic acid). Reactants: ClC1=C(C=NC2=C(C=CC=C12)C(F)(F)F)C#N (4-chloro-8-(trifluoromethyl)quinoline-3-carbonitrile), NC=1C=C(C=CC1)B(O)O (3-aminophenylboronic acid). The product is C(#N)C=1C=NC2=C(C=CC=C2C1NC=1C=C(C=CC1)C1=C(C=NC2=C(C=CC=C12)C(F)(F)F)C#N)C(F)(F)F (4-(3-{[3-CYANO-8-(TRIFLUOROMETHYL)QUINOLIN-4-YL]AMINO}PHENYL)-8-(TRIFLUOROMETHYL)QUINOLINE-3-CARBONITRILE). As a reaction SMILES: Cl[C:2]1[C:11]2[C:6](=[C:7]([C:12]([F:15])([F:14])[F:13])[CH:8]=[CH:9][CH:10]=2)[N:5]=[CH:4][C:3]=1[C:16]#[N:17].[NH2:18][C:19]1[CH:20]=[C:21](B(O)O)[CH:22]=[CH:23][CH:24]=1>>[C:16]([C:3]1[CH:4]=[N:5][C:6]2[C:11]([C:2]=1[NH:18][C:19]1[CH:20]=[C:21]([C:2]3[C:11]4[C:6](=[C:7]([C:12]([F:14])([F:13])[F:15])[CH:8]=[CH:9][CH:10]=4)[N:5]=[CH:4][C:3]=3[C:16]#[N:17])[CH:22]=[CH:23][CH:24]=1)=[CH:10][CH:9]=[CH:8][C:7]=2[C:12]([F:15])([F:14])[F:13])#[N:17]. Reported procedure: The title compound was prepared from 4-chloro-8-(trifluoromethyl)quinoline-3-carbonitrile and 3-aminophenylboronic acid according to the procedure of Example 1 as a side product. MS (ES) m/z 531.8.